From a dataset of the Open Reaction Database (ORD), a public repository of structured organic reaction records. describe an organic reaction: reactants, conditions, products, and yield The reactants are Cc1cc(-c2ccc(C(F)(F)F)cc2)cc(-c2ccnc(-c3cccc(NS(=O)(=O)NC(=O)OC(C)(C)C)c3)n2)n1, O=C(O)C(F)(F)F. The product is Cc1cc(-c2ccc(C(F)(F)F)cc2)cc(-c2ccnc(-c3cccc(NS(N)(=O)=O)c3)n2)n1. Reaction SMILES: [C:1]([O:2][C:3](=[O:4])[NH:8][S:9](=[O:10])(=[O:11])[NH:12][c:13]1[cH:14][c:15](-[c:19]2[n:20][cH:21][cH:22][c:23](-[c:25]3[n:26][c:27]([CH3:41])[cH:28][c:29](-[c:31]4[cH:32][cH:33][c:34]([C:37]([F:38])([F:39])[F:40])[cH:35][cH:36]4)[cH:30]3)[n:24]2)[cH:16][cH:17][cH:18]1)([CH3:5])([CH3:6])[CH3:7].[F:42][C:43]([F:44])([F:45])[C:46]([OH:47])=[O:48]>>[NH2:8][S:9](=[O:10])(=[O:11])[NH:12][c:13]1[cH:14][c:15](-[c:19]2[n:20][cH:21][cH:22][c:23](-[c:25]3[n:26][c:27]([CH3:41])[cH:28][c:29](-[c:31]4[cH:32][cH:33][c:34]([C:37]([F:38])([F:39])[F:40])[cH:35][cH:36]4)[cH:30]3)[n:24]2)[cH:16][cH:17][cH:18]1. The reactants are CS(=O)(=O)OCCc1ccccc1F, CN(C)C=O, [K+], [K+], c1ccc2c(c1)Cn1cccc1C(C1CCNCC1)O2, O=C([O-])[O-]. The product is Fc1ccccc1CCN1CCC(C2Oc3ccccc3Cn3cccc32)CC1. RXN SMILES: [CH3:21][S:22]([O:23][CH2:26][CH2:27][c:28]1[c:29]([F:34])[cH:30][cH:31][cH:32][cH:33]1)(=[O:24])=[O:25].[CH3:41][N:42]([CH3:43])[CH:44]=[O:45].[K+:35].[K+:36].[NH:1]1[CH2:2][CH2:3][CH:4]([CH:7]2[O:8][c:9]3[c:10]([cH:17][cH:18][cH:19][cH:20]3)[CH2:11][n:12]3[c:13]2[cH:14][cH:15][cH:16]3)[CH2:5][CH2:6]1.[O-:37][C:38]([O-:39])=[O:40]>>[N:1]1([CH2:26][CH2:27][c:28]2[c:29]([F:34])[cH:30][cH:31][cH:32][cH:33]2)[CH2:2][CH2:3][CH:4]([CH:7]2[O:8][c:9]3[c:10]([cH:17][cH:18][cH:19][cH:20]3)[CH2:11][n:12]3[c:13]2[cH:14][cH:15][cH:16]3)[CH2:5][CH2:6]1. Reactants: COCC12C=C(CC(C=C1)(O2)COC)OS(=O)(=O)C(F)(F)F (trifluoromethanesulfonic acid 1,5-bis-methoxymethyl-8-oxa-bicyclo[3.2.1]octa-2,6-dien-3-yl ester), CC1(OB(OC1(C)C)C1=CC=C(C=C1)N)C (4-(4,4,5,5-tetramethyl-[1,3,2]dioxaborolan-2-yl)-phenylamine). The solvent is CCOC(=O)C.C(Cl)Cl (EtOAc DCM). Product: COCC12C=C(CC(C=C1)(O2)COC)C2=CC=C(C=C2)N (4-(1,5-Bis-methoxymethyl-8-oxa-bicyclo[3.2.1]octa-2, 6-dien-3-yl)-phenylamine). The yield is 81.0%. RXN SMILES: [CH3:1][O:2][CH2:3][C:4]12[O:11][C:8]([CH2:12][O:13][CH3:14])([CH:9]=[CH:10]1)[CH2:7][C:6](OS(C(F)(F)F)(=O)=O)=[CH:5]2.CC1(C)C(C)(C)OB([C:31]2[CH:36]=[CH:35][C:34]([NH2:37])=[CH:33][CH:32]=2)O1>CCOC(C)=O.C(Cl)Cl>[CH3:1][O:2][CH2:3][C:4]12[O:11][C:8]([CH2:12][O:13][CH3:14])([CH:9]=[CH:10]1)[CH2:7][C:6]([C:31]1[CH:36]=[CH:35][C:34]([NH2:37])=[CH:33][CH:32]=1)=[CH:5]2 |f:2.3|. Procedure: The title compound was prepared by the procedure of Example 4, step (b) using trifluoromethanesulfonic acid 1,5-bis-methoxymethyl-8-oxa-bicyclo[3.2.1]octa-2,6-dien-3-yl ester (as prepared in the previous step, 3.25 g, 9.45 mmol) and 4-(4,4,5,5-tetramethyl-[1,3,2]dioxaborolan-2-yl)-phenylamine (2.28 g, 10.4 mmol). Silica gel chromatography (5-10% EtOAc/DCM) afforded the title compound (2.19 g, 81%) as a light brown oil. Mass spectrum (ESI, m/z): Calcd. for C17H21NO3, 288.2 (M+H), found 288.2. Starting materials: Clc1cccc(Cl)c1N=C1NCCN1, [K+], [K+], O, O=S(=O)(O)O, O=S(=O)([O-])OOS(=O)(=O)[O-]. Product: ON1CCNC1=Nc1c(Cl)cccc1Cl. Reaction SMILES: [Cl:1][c:2]1[c:3]([N:9]=[C:10]2[NH:11][CH2:12][CH2:13][NH:14]2)[c:4]([Cl:8])[cH:5][cH:6][cH:7]1.[K+:30].[K+:31].[OH2:32].[S:15]([OH:16])(=[O:17])(=[O:18])[OH:19].[S:20]([O:21][O:22][S:23]([O-:24])(=[O:25])=[O:26])([O-:27])(=[O:28])=[O:29]>>[Cl:1][c:2]1[c:3]([N:9]=[C:10]2[NH:11][CH2:12][CH2:13][N:14]2[OH:16])[c:4]([Cl:8])[cH:5][cH:6][cH:7]1. The reactants are COC(=O)CN1CC(C)(CC2(S(=O)(=O)c3ccccc3)C=CC=CN2)c2cc(Cl)ccc21, Cl, [Na+], C1CCOC1, [OH-]. Yields the product CC1(CC2(S(=O)(=O)c3ccccc3)C=CC=CN2)CN(CC(=O)O)c2ccc(Cl)cc21. Reaction SMILES: [CH3:1][O:2][C:3]([CH2:4][N:5]1[CH2:6][C:7]([CH3:15])([CH2:16][C:17]2([S:23](=[O:24])(=[O:25])[c:26]3[cH:27][cH:28][cH:29][cH:30][cH:31]3)[NH:18][CH:19]=[CH:20][CH:21]=[CH:22]2)[c:8]2[cH:9][c:10]([Cl:14])[cH:11][cH:12][c:13]21)=[O:32].[ClH:35].[Na+:34].[O:36]1[CH2:37][CH2:38][CH2:39][CH2:40]1.[OH-:33]>>[O:2]=[C:3]([CH2:4][N:5]1[CH2:6][C:7]([CH3:15])([CH2:16][C:17]2([S:23](=[O:24])(=[O:25])[c:26]3[cH:27][cH:28][cH:29][cH:30][cH:31]3)[NH:18][CH:19]=[CH:20][CH:21]=[CH:22]2)[c:8]2[cH:9][c:10]([Cl:14])[cH:11][cH:12][c:13]21)[OH:32]. The reactants are FC1=CC=C(C=C1)C1=C(C=C(C(N1)=O)C#N)C1=CC=C(C=C1)SC (1,2-dihydro-6-(4-fluorophenyl)-5-[4-(methylthio)phenyl]-2-oxo-pyridine-3-carbonitrile), C(C=C)Cl (allyl chloride). Reagents/catalysts: C([O-])([O-])=O.[Ag+2] (silver carbonate). Solvent: CC(=O)C (acetone). Yields the product FC1=CC=C(C=C1)C1=C(C=C(C(=N1)OCC=C)C#N)C1=CC=C(C=C1)SC (6-(4-fluorophenyl)-5-[4-(methylthio)phenyl]-2-[(2-propenyl)oxy]pyridine-3-carbonitrile). Reaction SMILES: [F:1][C:2]1[CH:7]=[CH:6][C:5]([C:8]2[NH:13][C:12](=[O:14])[C:11]([C:15]#[N:16])=[CH:10][C:9]=2[C:17]2[CH:22]=[CH:21][C:20]([S:23][CH3:24])=[CH:19][CH:18]=2)=[CH:4][CH:3]=1.[CH2:25](Cl)[CH:26]=[CH2:27]>CC(C)=O.C(=O)([O-])[O-].[Ag+2]>[F:1][C:2]1[CH:7]=[CH:6][C:5]([C:8]2[N:13]=[C:12]([O:14][CH2:27][CH:26]=[CH2:25])[C:11]([C:15]#[N:16])=[CH:10][C:9]=2[C:17]2[CH:18]=[CH:19][C:20]([S:23][CH3:24])=[CH:21][CH:22]=2)=[CH:4][CH:3]=1 |f:3.4|. Procedure details: 6-(4-Fluorophenyl)-1,2-dihydro-5-[4-(methylthio)phenyl]-2-oxo-pyridine-3-carbonitrile (Example 1, Step 5) (100 mg, 0.297 mMol), silver carbonate (82 mg, 0.297 mMol) and allyl chloride were stirred in a brown vessel in acetone (25 ml) for 48 hours. The reaction mixture was filtered. The filtrate was condensed to give the crude compound as a solid. 6-(4-Fluorophenyl)-5-[4-(methylthio)phenyl]-2-[(2-propenyl)oxy]-pyridine-3-carbonitrile was purified by silica gel chromatography and recrystallized fr... The reactants are C(C)OC(=O)C1=CN=C(C2=CC(=C(C=C12)O)OC)C(C1=CC(=CC=C1)OC(C)C)=O (6-hydroxy-1-(3-isopropoxy-benzoyl)-7-methoxy-isoquinoline-4-carboxylic acid ethyl ester), C([O-])([O-])=O.[K+].[K+] (potassium carbonate), BrCCCO (3-bromo-1-propanol). Run in CN(C=O)C (N,N-dimethylformamide). Conditions: temperature 85 celsius. The product is C(C)OC(=O)C1=CN=C(C2=CC(=C(C=C12)OCCCO)OC)C(C1=CC(=CC=C1)OC(C)C)=O (6-(3-hydroxy-propoxy)-1-(3-isopropoxy-benzoyl)-7-methoxy-isoquinoline-4-carboxylic acid ethyl ester). The yield is 99.6%. Reaction SMILES: [CH2:1]([O:3][C:4]([C:6]1[C:15]2[C:10](=[CH:11][C:12]([O:17][CH3:18])=[C:13]([OH:16])[CH:14]=2)[C:9]([C:19](=[O:30])[C:20]2[CH:25]=[CH:24][CH:23]=[C:22]([O:26][CH:27]([CH3:29])[CH3:28])[CH:21]=2)=[N:8][CH:7]=1)=[O:5])[CH3:2].C(=O)([O-])[O-].[K+].[K+].Br[CH2:38][CH2:39][CH2:40][OH:41]>CN(C)C=O>[CH2:1]([O:3][C:4]([C:6]1[C:15]2[C:10](=[CH:11][C:12]([O:17][CH3:18])=[C:13]([O:16][CH2:38][CH2:39][CH2:40][OH:41])[CH:14]=2)[C:9]([C:19](=[O:30])[C:20]2[CH:25]=[CH:24][CH:23]=[C:22]([O:26][CH:27]([CH3:29])[CH3:28])[CH:21]=2)=[N:8][CH:7]=1)=[O:5])[CH3:2] |f:1.2.3|. Reported procedure: To a stirred solution of 6-hydroxy-1-(3-isopropoxy-benzoyl)-7-methoxy-isoquinoline-4-carboxylic acid ethyl ester (30 mg, 0.073 mmol) in N,N-dimethylformamide (1 mL) was added potassium carbonate (81.1 mg, 0.58 mmol) and 3-bromo-1-propanol (0.033 mL, 0.22 mmol) at room temperature. The reaction mixture was heated 85° C. for 2 hrs. The solvent was evaporated and the residue was purified on a flash chromatography (Merck Silica gel 60, 70–230 mesh, 50% ethyl acetate/hexane) to afford product 6-(3-hy...